From a dataset of the Open Reaction Database (ORD), a public repository of structured organic reaction records. describe an organic reaction: reactants, conditions, products, and yield The reactants are CC1(NC(CC(C1)NC(C)=O)(C)C)C (N-(2,2,6,6-tetramethylpiperidin-4-yl)acetamide), CCCCCCCC (n-octane), CCCCCCCC (n-octane), [Cl-].[Na+] (sodium chloride), C(C)(C)(C)OO (tert-butyl hydroperoxide), N-oxyl, C(C)(C)(C)OO (tert-butyl hydroperoxide), C(C)(C)(C)OO (tert-butyl hydroperoxide). The reagents and catalysts are [Mo](=O)(=O)=O (molybdenum trioxide). Run at temperature 5 celsius. The product is C(CCCCCCC)ON1C(CC(CC1(C)C)NC(C)=O)(C)C (N-(1-Octyloxy-2,2,6,6-tetramethylpiperidin-4-yl) acetamide). Isolated yield 61.0%. Reaction SMILES: [CH3:1][CH2:2][CH2:3][CH2:4][CH2:5][CH2:6][CH2:7][CH3:8].[Cl-].[Na+].[CH3:11][C:12]1([CH3:24])[CH2:17][CH:16]([NH:18][C:19](=[O:21])[CH3:20])[CH2:15][C:14]([CH3:23])([CH3:22])[NH:13]1.C([O:29]O)(C)(C)C>[Mo](=O)(=O)=O>[CH2:1]([O:29][N:13]1[C:12]([CH3:24])([CH3:11])[CH2:17][CH:16]([NH:18][C:19](=[O:21])[CH3:20])[CH2:15][C:14]1([CH3:23])[CH3:22])[CH2:2][CH2:3][CH2:4][CH2:5][CH2:6][CH2:7][CH3:8] |f:1.2|. Reported procedure: A two-phase mixture of 260 grams (2.02 tool) of 70% aqueous tert-butyl hydroperoxide, 350 ml of n-octane, and 50 grams of sodium chloride is vigorously stirred. The organic phase is separated, dried over anhydrous magnesium sulfate and filtered. The filtrate is diluted with n-octane to a volumne of 580 ml. To a mixture of 100.0 grams (0.504 mol) of N-(2,2,6,6-tetramethylpiperidin-4-yl)acetamide, 1.8 gram of molybdenum trioxide, and 100 ml of n-octane preheated to 120° C. is added 300 ml of tert-...